describe an organic reaction: reactants, conditions, products, and yield From a dataset of the Open Reaction Database (ORD), a public repository of structured organic reaction records. The reactants are P(=O)([O-])([O-])[O-] (phosphate), BrC=1C=C2C=3N(C(C(NC3C1)=O)=O)C(CC2)C=O (9-bromo-5-formyl-6,7-dihydro-1H, 5H-pyrido[1,2,3-de]quinoxaline-2,3-dione), Cl.C(C1=CC=CC=C1)N (benzylamine hydrochloride), C(#N)[BH3-].[Na+] (sodium cyanoborohydride). The solvent is CO (methanol). Run at time 4.5 hour. The product is Cl.BrC=1C=C2C=3N(C(C(NC3C1)=O)=O)C(CC2)CNCC2=CC=CC=C2 (9-Bromo-5-benzylaminomethyl-6,7-dihydro-1H, 5H-pyrido[1,2,3-de]quinoxaline-2,3-dione hydrochloride). The yield is 41.2%. Reaction SMILES: [Br:1][C:2]1[CH:3]=[C:4]2[CH2:16][CH2:15][CH:14]([CH:17]=O)[N:6]3[C:7](=[O:13])[C:8](=[O:12])[NH:9][C:10]([CH:11]=1)=[C:5]23.[ClH:19].[CH2:20]([NH2:27])[C:21]1[CH:26]=[CH:25][CH:24]=[CH:23][CH:22]=1.C([BH3-])#N.[Na+].P([O-])([O-])([O-])=O>CO>[ClH:19].[Br:1][C:2]1[CH:3]=[C:4]2[CH2:16][CH2:15][CH:14]([CH2:17][NH:27][CH2:20][C:21]3[CH:26]=[CH:25][CH:24]=[CH:23][CH:22]=3)[N:6]3[C:7](=[O:13])[C:8](=[O:12])[NH:9][C:10]([CH:11]=1)=[C:5]23 |f:1.2,3.4,7.8|. Procedure details: To a solution of 9-bromo-5-formyl-6,7-dihydro-1H, 5H-pyrido[1,2,3-de]quinoxaline-2,3-dione (154 mg, 0.5 mmol) and benzylamine hydrochloride (79 mg, 0.55 mmol)in methanol (3 mL) was added sodium cyanoborohydride (100 mg, 1.6 mmol) by portions at 0° C. The mixture was stirred for 4.5 h at 0° C. ~ room temperature and poured into 1/15M phosphate buffer (pH 7.4, 50 mL). The precipitates formed were collected by filtration and dried in vacuo. The solids were dissolved in dichloromethane and saturated... Starting materials: ClC1=C2N(C=3C=CC(=CC13)OCC1=CC(=C(C=C1)OC(C)C)C(F)(F)F)CC[C@@H]2CC(=O)O ((R)-2-(9-Chloro-7-(4-isopropoxy-3-(trifluoromethyl)benzyloxy)-2,3-dihydro-1H-pyrrolo[1,2-a]indol-1-yl)acetic acid), NC(CO)(CO)CO (2-amino-2-hydroxymethyl-propane-1,3-diol). Solvent: CCOC(=O)C (EtOAc). Run at temperature 60 celsius. Yields the product NC(CO)(CO)CO.ClC1=C2N(C=3C=CC(=CC13)OCC1=CC(=C(C=C1)OC(C)C)C(F)(F)F)CC[C@@H]2CC(=O)O ((R)-2-(9-chloro-7-(4-isopropoxy-3-(trifluoromethyl)benzyloxy)-2,3-dihydro-1H-pyrrolo[1,2-a]indol-1-yl)acetic acid 2-amino-2-hydroxymethyl-propane-1,3-diol). Reaction SMILES: [Cl:1][C:2]1[C:10]2[CH:9]=[C:8]([O:11][CH2:12][C:13]3[CH:18]=[CH:17][C:16]([O:19][CH:20]([CH3:22])[CH3:21])=[C:15]([C:23]([F:26])([F:25])[F:24])[CH:14]=3)[CH:7]=[CH:6][C:5]=2[N:4]2[CH2:27][CH2:28][C@H:29]([CH2:30][C:31]([OH:33])=[O:32])[C:3]=12.[NH2:34][C:35]([CH2:40][OH:41])([CH2:38][OH:39])[CH2:36][OH:37]>CCOC(C)=O>[NH2:34][C:35]([CH2:40][OH:41])([CH2:38][OH:39])[CH2:36][OH:37].[Cl:1][C:2]1[C:10]2[CH:9]=[C:8]([O:11][CH2:12][C:13]3[CH:18]=[CH:17][C:16]([O:19][CH:20]([CH3:22])[CH3:21])=[C:15]([C:23]([F:24])([F:25])[F:26])[CH:14]=3)[CH:7]=[CH:6][C:5]=2[N:4]2[CH2:27][CH2:28][C@H:29]([CH2:30][C:31]([OH:33])=[O:32])[C:3]=12 |f:3.4|. Procedure: (R)-2-(9-Chloro-7-(4-isopropoxy-3-(trifluoromethyl)benzyloxy)-2,3-dihydro-1H-pyrrolo[1,2-a]indol-1-yl)acetic acid (15 mg, 0.0311 mmol) was dissolved in EtOAc (0.5 mL) and warmed to 60° C. Aqueous 2-amino-2-hydroxymethyl-propane-1,3-diol (TRIS, 8.0 uL, 4.0 M) was added. The reaction mixture was allowed to cool to room temperature over 24 h and the solids were collected by filtration. The PXRD pattern of the title compound is shown in FIG. 13; and the DSC and TGA are shown in FIG. 14.